The task is: describe an organic reaction: reactants, conditions, products, and yield. This data is from the Open Reaction Database (ORD), a public repository of structured organic reaction records. Yields the product O=Cc1cccc(CCO)c1. Starting materials: ClCCl, OCCc1cccc(CO)c1. As a reaction SMILES: [Cl:12][CH2:13][Cl:14].[OH:1][CH2:2][c:3]1[cH:4][c:5]([CH2:9][CH2:10][OH:11])[cH:6][cH:7][cH:8]1>>[O:1]=[CH:2][c:3]1[cH:4][c:5]([CH2:9][CH2:10][OH:11])[cH:6][cH:7][cH:8]1.